From a dataset of the Open Reaction Database (ORD), a public repository of structured organic reaction records. describe an organic reaction: reactants, conditions, products, and yield Starting materials: COC1=NC=CC(=C1)C=CN1C(C2=CC=CC=C2C=C1)=O (2-(2-methoxy-pyridin-4-yl)-vinyl-2H-isoquinolin-1-one), CO (methanol). Reagents/catalysts: [Pd] (Pd/C). Product: COC1=NC=CC(=C1)CCC1=CNC(C2=CC=CC=C12)=O (4-[2-(2-methoxy-pyridin-4-yl)-ethyl]-2H-isoquinolin-1-one). RXN SMILES: COC1C=C(C=C[N:11]2[CH:20]=[CH:19][C:18]3[C:13](=[CH:14][CH:15]=[CH:16][CH:17]=3)[C:12]2=[O:21])C=CN=1.[CH3:22][OH:23]>[Pd]>[CH3:22][O:23][C:12]1[CH:13]=[C:18]([CH2:17][CH2:16][C:19]2[C:18]3[C:13](=[CH:14][CH:15]=[CH:16][CH:17]=3)[C:12](=[O:21])[NH:11][CH:20]=2)[CH:19]=[CH:20][N:11]=1. Procedure: 1.1 g of the above (E/Z) mixture of 4-[2-(2-methoxy-pyridin-4-yl)-vinyl-2H-isoquinolin-1-one in 20 ml of methanol are hydrogenated in the presence of 0.6 g of Pd/C (10%). Filtration through Celite, washing with a lot of methanol, concentrating by evaporation and column chromatography (SiO2, methylene chloride/acetone 3:1→acetone) yield 4-[2-(2-methoxy-pyridin-4-yl)-ethyl]-2H-isoquinolin-1-one; 1H NMR (DMSO-d6) δ11.10 (sb, HN), 8.22 (d, 1H), 8.03 (d, 1H), 7.81 (d, 1H), 7.75 (t, 1H), 7.50 (t, 1H),... The reactants are [OH-].[Na+] (NaOH), C(O)(O)=O.ClC1=CC=C(C=C1)NC(=N)N (4-chlorophenylguanidine carbonate), CC1(OB(OC1(C)C)C=1C=C(C=CC1)O)C (3-(4,4,5,5-tetramethyl-1,3,2-dioxaborolan-2-yl)phenol), C([O-])([O-])=O.[Na+].[Na+] (sodium carbonate), C1(CCCCC1)P(C1CCCCC1)C1CCCCC1 (tricyclohexylphosphine). Reagents/catalysts: C(C)(=O)[O-].[Pd+2].C(C)(=O)[O-] (palladium (II) acetate). The solvent is O (water), O1CCOCC1 (dioxane). Conditions: time 200 minute. Yields the product OC=1C=C(C=CC1)C1=CC=C(C=C1)NC(=N)N (N-(3′-hydroxy-biphenyl-4-yl)guanidine). RXN SMILES: C(=O)(O)O.Cl[C:6]1[CH:11]=[CH:10][C:9]([NH:12][C:13]([NH2:15])=[NH:14])=[CH:8][CH:7]=1.CC1(C)C(C)(C)OB([C:24]2[CH:25]=[C:26]([OH:30])[CH:27]=[CH:28][CH:29]=2)O1.C(=O)([O-])[O-].[Na+].[Na+].C1(P(C2CCCCC2)C2CCCCC2)CCCCC1.[OH-].[Na+]>O.O1CCOCC1.C([O-])(=O)C.[Pd+2].C([O-])(=O)C>[OH:30][C:26]1[CH:25]=[C:24]([C:6]2[CH:11]=[CH:10][C:9]([NH:12][C:13]([NH2:15])=[NH:14])=[CH:8][CH:7]=2)[CH:29]=[CH:28][CH:27]=1 |f:0.1,3.4.5,7.8,11.12.13|. Procedure details: A mixture of 4-chlorophenylguanidine carbonate (644 mg), 3-(4,4,5,5-tetramethyl-1,3,2-dioxaborolan-2-yl)phenol (373 mg), sodium carbonate (495 mg), palladium (II) acetate (14 mg) and tricyclohexylphosphine (19 mg) in water (1.2 ml) and dioxane (5.7 ml) is kept at 100° C. under micro wave conditions for 200 min. The mixture is cooled down to rt, basified with 1 N NaOH to pH 10.5 and extracted 4 times with EtOAc. The combined organic phases are washed with brine and dried over sodium sulfate. The ... The reactants are COC(=O)Cc1cccc(-c2ccc(C(F)(F)F)cc2C=O)c1, CCN. The product is CCNCc1cc(C(F)(F)F)ccc1-c1cccc(CC(=O)OC)c1. Reaction SMILES: [CH3:1][O:2][C:3]([CH2:4][c:5]1[cH:6][c:7](-[c:11]2[c:12]([CH:21]=[O:22])[cH:13][c:14]([C:17]([F:18])([F:19])[F:20])[cH:15][cH:16]2)[cH:8][cH:9][cH:10]1)=[O:23].[CH3:24][CH2:25][NH2:26]>>[CH3:1][O:2][C:3]([CH2:4][c:5]1[cH:6][c:7](-[c:11]2[c:12]([CH2:21][NH:26][CH2:25][CH3:24])[cH:13][c:14]([C:17]([F:18])([F:19])[F:20])[cH:15][cH:16]2)[cH:8][cH:9][cH:10]1)=[O:23]. Product: O=C(C=Cc1ccc(Cl)c(Cl)c1)N1CCC(=O)N(CCN2CCCCC2)CC1. The reactants are O=C1CCN(C(=O)C=Cc2ccc(Cl)c(Cl)c2)CCN1, ClCCN1CCCCC1. RXN SMILES: [Cl:1][c:2]1[cH:3][c:4]([CH:9]=[CH:10][C:11](=[O:12])[N:13]2[CH2:14][CH2:15][NH:16][C:17](=[O:20])[CH2:18][CH2:19]2)[cH:5][cH:6][c:7]1[Cl:8].[Cl:21][CH2:22][CH2:23][N:24]1[CH2:25][CH2:26][CH2:27][CH2:28][CH2:29]1>>[Cl:1][c:2]1[cH:3][c:4]([CH:9]=[CH:10][C:11](=[O:12])[N:13]2[CH2:14][CH2:15][N:16]([CH2:22][CH2:23][N:24]3[CH2:25][CH2:26][CH2:27][CH2:28][CH2:29]3)[C:17](=[O:20])[CH2:18][CH2:19]2)[cH:5][cH:6][c:7]1[Cl:8]. The reactants are [Al+3], O=C([O-])C(O)C(O)C(=O)[O-], COC(=O)c1ccc(OC)nc1, [H-], [H-], [H-], [H-], [K+], [Li+], [Na+], C1CCOC1. Yields the product COc1ccc(CO)cn1. As a reaction SMILES: [Al+3:14].[C:19]([CH:20]([CH:21]([C:22]([O-:23])=[O:24])[OH:25])[OH:26])([O-:27])=[O:28].[CH3:1][O:2][c:3]1[n:4][cH:5][c:6]([C:7](=[O:8])[O:9][CH3:10])[cH:11][cH:12]1.[H-:13].[H-:16].[H-:17].[H-:18].[K+:30].[Li+:15].[Na+:29].[O:31]1[CH2:32][CH2:33][CH2:34][CH2:35]1>>[CH3:1][O:2][c:3]1[n:4][cH:5][c:6]([CH2:7][OH:8])[cH:11][cH:12]1. Starting materials: [OH-].[Na+] (sodium hydroxide), FC1=C(N)C=C(C(=C1)F)F (2,4,5-trifluoroaniline), CSC (dimethyl sulfide), ClN1C(CCC1=O)=O (N-chlorosuccinimide). The solvent is C(C)N(CC)CC (triethylamine), ClCCl (dichloromethane). Conditions: temperature 0 celsius, time 15 minute. The product is CSCC1=C(N)C(=CC(=C1F)F)F (2-methylthiomethyl-3,4,6-trifluoroaniline). As a reaction SMILES: [F:1][C:2]1[CH:8]=[C:7]([F:9])[C:6]([F:10])=[CH:5][C:3]=1[NH2:4].[CH3:11][S:12][CH3:13].ClN1C(=O)CCC1=O.[OH-].[Na+]>C(N(CC)CC)C.ClCCl>[CH3:11][S:12][CH2:13][C:5]1[C:6]([F:10])=[C:7]([F:9])[CH:8]=[C:2]([F:1])[C:3]=1[NH2:4] |f:3.4|. Reported procedure: To 2,4,5-trifluoroaniline (35.0 g) are added anhydrous dichloromethane (530 ml) and dimethyl sulfide (24.6 ml) and the mixture is cooled to 0° C. Thereto N-chlorosuccinimide (38.2 g) is gradually added below 5° C. After the mixture is stirred at the same temperature for 15 minutes, triethylamine (47.7 ml) is gradually added. After reflux for 12 hours, the resultant is made alkaline with 5% aqueous sodium hydroxide solution, extracted with dichloromethane, and the extract is dried over sodium sul...